From a dataset of the Open Reaction Database (ORD), a public repository of structured organic reaction records. describe an organic reaction: reactants, conditions, products, and yield Yields the product CCc1cc(OC)cc2nc(-c3cccnc3N3CCC(N(C)C)C3)oc(=O)c12, O=C(O)C(F)(F)F. RXN SMILES: [CH3:1][N:2]([CH:3]1[CH2:4][N:5]([c:8]2[n:9][cH:10][cH:11][cH:12][c:13]2-[c:14]2[o:15][c:16](=[O:28])[c:17]3[c:18]([n:19]2)[cH:20][c:21]([O:26][CH3:27])[cH:22][c:23]3[CH2:24][CH3:25])[CH2:6][CH2:7]1)[CH3:29].[CH3:37][CH2:38][O:39][CH2:40][CH3:41].[OH:30][C:31](=[O:32])[C:33]([F:34])([F:35])[F:36]>>[CH3:1][N:2]([CH:3]1[CH2:4][N:5]([c:8]2[n:9][cH:10][cH:11][cH:12][c:13]2-[c:14]2[o:15][c:16](=[O:28])[c:17]3[c:18]([n:19]2)[cH:20][c:21]([O:26][CH3:27])[cH:22][c:23]3[CH2:24][CH3:25])[CH2:6][CH2:7]1)[CH3:29].[O:30]=[C:31]([OH:32])[C:33]([F:34])([F:35])[F:36]. Reactants: CCc1cc(OC)cc2nc(-c3cccnc3N3CCC(N(C)C)C3)oc(=O)c12, CCOCC, O=C(O)C(F)(F)F. Starting materials: CCC1CC(O)CC1c1nnc2cnc3c(ccn3COCC[Si](C)(C)C)n12, N#Cc1cnc(Cl)cn1, [H-], [Na+], CN(C)C=O, O. The product is CCC1CC(Oc2cnc(C#N)cn2)CC1c1nnc2cnc3c(ccn3COCC[Si](C)(C)C)n12. As a reaction SMILES: [CH2:1]([CH3:2])[CH:3]1[CH2:4][CH:5]([OH:28])[CH2:6][CH:7]1[c:8]1[n:9][n:10][c:11]2[n:12]1[c:13]1[c:14]([n:15][cH:16]2)[n:17]([CH2:20][O:21][CH2:22][CH2:23][Si:24]([CH3:25])([CH3:26])[CH3:27])[cH:18][cH:19]1.[Cl:31][c:32]1[n:33][cH:34][c:35]([C:38]#[N:39])[n:36][cH:37]1.[H-:30].[Na+:29].[O:41]=[CH:42][N:43]([CH3:44])[CH3:45].[OH2:40]>>[CH2:1]([CH3:2])[CH:3]1[CH2:4][CH:5]([O:28][c:32]2[n:33][cH:34][c:35]([C:38]#[N:39])[n:36][cH:37]2)[CH2:6][CH:7]1[c:8]1[n:9][n:10][c:11]2[n:12]1[c:13]1[c:14]([n:15][cH:16]2)[n:17]([CH2:20][O:21][CH2:22][CH2:23][Si:24]([CH3:25])([CH3:26])[CH3:27])[cH:18][cH:19]1. Product: CCNc1ccc(Cl)cc1[N+](=O)[O-]. Reaction SMILES: [BH3:19].[C:15]([OH:16])(=[O:17])[CH3:18].[CH3:27][c:28]1[cH:29][cH:30][cH:31][cH:32][cH:33]1.[CH3:40][CH2:41][O:42][C:43]([CH3:44])=[O:45].[CH3:46][CH2:47][CH2:48][CH2:49][CH2:50][CH3:51].[CH:12]([CH3:13])=[O:14].[Cl:1][c:2]1[cH:3][c:4]([N+:9](=[O:10])[O-:11])[c:5]([NH2:6])[cH:7][cH:8]1.[F:20][C:21]([F:22])([F:23])[C:24]([OH:25])=[O:26].[cH:34]1[cH:35][cH:36][n:37][cH:38][cH:39]1>>[Cl:1][c:2]1[cH:3][c:4]([N+:9](=[O:10])[O-:11])[c:5]([NH:6][CH2:12][CH3:13])[cH:7][cH:8]1. Reactants: B, CC(=O)O, Cc1ccccc1, CCOC(C)=O, CCCCCC, CC=O, Nc1ccc(Cl)cc1[N+](=O)[O-], O=C(O)C(F)(F)F, c1ccncc1. Starting materials: ClCCCl, CN1CCOCC1, Cl, CC(C)C(C(=O)O)N1Cc2c(F)cnc3[nH]cc(c23)C1=O, FC(F)C1CNC1, CN(C)C=O, O, On1nnc2ccccc21. The product is CC(C)C(C(=O)N1CC(C(F)F)C1)N1Cc2c(F)cnc3[nH]cc(c23)C1=O. Reaction SMILES: [CH2:33]([Cl:34])[CH2:35][Cl:36].[CH3:45][N:46]1[CH2:47][CH2:48][O:49][CH2:50][CH2:51]1.[ClH:37].[F:1][c:2]1[cH:3][n:4][c:5]2[c:6]3[c:7]([cH:20][nH:21]2)[C:8](=[O:19])[N:9]([CH:12]([C:13](=[O:14])[OH:15])[CH:16]([CH3:17])[CH3:18])[CH2:10][c:11]13.[F:38][CH:39]([CH:40]1[CH2:41][NH:42][CH2:43]1)[F:44].[O:52]=[CH:53][N:54]([CH3:55])[CH3:56].[OH2:32].[OH:22][n:23]1[c:24]2[c:25]([cH:26][cH:27][cH:28][cH:29]2)[n:30][n:31]1>>[F:1][c:2]1[cH:3][n:4][c:5]2[c:6]3[c:7]([cH:20][nH:21]2)[C:8](=[O:19])[N:9]([CH:12]([C:13](=[O:15])[N:42]2[CH2:41][CH:40]([CH:39]([F:38])[F:44])[CH2:43]2)[CH:16]([CH3:17])[CH3:18])[CH2:10][c:11]13. Reactants: O=C([O-])[O-], COC(=O)CCCBr, [K+], [K+], c1ccc(Oc2ccc(OC3CCNC3)cc2)cc1, CN(C)C=O. Product: COC(=O)CCCN1CCC(Oc2ccc(Oc3ccccc3)cc2)C1. As a reaction SMILES: [C:28](=[O:29])([O-:30])[O-:31].[CH3:20][O:21][C:22]([CH2:23][CH2:24][CH2:25][Br:26])=[O:27].[K+:32].[K+:33].[O:1]([c:2]1[cH:3][cH:4][cH:5][cH:6][cH:7]1)[c:8]1[cH:9][cH:10][c:11]([O:12][CH:13]2[CH2:14][NH:15][CH2:16][CH2:17]2)[cH:18][cH:19]1.[O:34]=[CH:35][N:36]([CH3:37])[CH3:38]>>[O:1]([c:2]1[cH:3][cH:4][cH:5][cH:6][cH:7]1)[c:8]1[cH:9][cH:10][c:11]([O:12][CH:13]2[CH2:14][N:15]([CH2:25][CH2:24][CH2:23][C:22]([O:21][CH3:20])=[O:27])[CH2:16][CH2:17]2)[cH:18][cH:19]1.